This data is from the Open Reaction Database (ORD), a public repository of structured organic reaction records. The task is: describe an organic reaction: reactants, conditions, products, and yield Reactants: ClC=1C(=NC2=CC=C(C=C2N1)C(=O)OC)C1=CC=C(C=C1)F (methyl 3-chloro-2-(4-fluorophenyl)quinoxaline-6-carboxylate), CCN(C(C)C)C(C)C (DIEA), CC(C)N (propan-2-amine). Run in CS(=O)C (DMSO), O (water). Conditions: temperature 70 celsius, time 8 hour. The product is FC1=CC=C(C=C1)C1=NC2=CC=C(C=C2N=C1NC(C)C)C(=O)OC (methyl 2-(4-fluorophenyl)-3-(isopropylamino)quinoxaline-6-carboxylate). The yield is 46.8%. RXN SMILES: Cl[C:2]1[C:3]([C:16]2[CH:21]=[CH:20][C:19]([F:22])=[CH:18][CH:17]=2)=[N:4][C:5]2[C:10]([N:11]=1)=[CH:9][C:8]([C:12]([O:14][CH3:15])=[O:13])=[CH:7][CH:6]=2.CC[N:25](C(C)C)[CH:26]([CH3:28])[CH3:27].CC(N)C>CS(C)=O.O>[F:22][C:19]1[CH:20]=[CH:21][C:16]([C:3]2[C:2]([NH:25][CH:26]([CH3:28])[CH3:27])=[N:11][C:10]3[C:5](=[CH:6][CH:7]=[C:8]([C:12]([O:14][CH3:15])=[O:13])[CH:9]=3)[N:4]=2)=[CH:17][CH:18]=1. Procedure details: To a solution of methyl 3-chloro-2-(4-fluorophenyl)quinoxaline-6-carboxylate (200 mg, 0.63 mmol) in DMSO (10 mL) was added DIEA (489 mg, 3.79 mmol) and propan-2-amine (149.4 mg, 2.53 mmol) under nitrogen atmosphere. After stirring overnight at 70° C., the reaction mixture was dissolved in water (100 mL), extracted with dichloromethane (3×80 mL), dried over anhydrous magnesium sulfate and concentrated under reduced pressure to afford a residue. Purification via silica gel column chromatography (2... Starting materials: C(C1=CC=CC=C1)N1CC2C(C1)CCOC2=O (2-benzylhexahydropyrano[3,4-c]pyrrol-4(2H)-one), [Li+].[BH4-] (LiBH4). Run in C1CCOC1 (THF). Reaction conditions: time 7 hour. The product is C(C1=CC=CC=C1)N1CC(C(C1)CO)CCO (2-(1-benzyl-4-(hydroxymethyl)pyrrolidin-3-yl)ethanol). Isolated yield 80.5%. Reaction SMILES: [CH2:1]([N:8]1[CH2:12][CH:11]2[CH2:13][CH2:14][O:15][C:16](=[O:17])[CH:10]2[CH2:9]1)[C:2]1[CH:7]=[CH:6][CH:5]=[CH:4][CH:3]=1.[Li+].[BH4-]>C1COCC1>[CH2:1]([N:8]1[CH2:9][CH:10]([CH2:16][OH:17])[CH:11]([CH2:13][CH2:14][OH:15])[CH2:12]1)[C:2]1[CH:3]=[CH:4][CH:5]=[CH:6][CH:7]=1 |f:1.2|. Procedure details: To a solution of 2-benzylhexahydropyrano[3,4-c]pyrrol-4(2H)-one (2.82 g) in THF (70 mL) was added LiBH4 (0.40 g) at 0° C. under N2. The reaction mixture was stirred for 7 h at room temperature and concentrated in vacuo. The residue was dissolved in MeOH (50 mL) and heated to reflux for 16 h. The mixture was concentrated in vacuo and redissolved in EtOAc (100 mL), then washed with water followed by brine, dried over anhydrous Na2SO4 and filtered. The filtrate was concentrated in vacuo to give the...